This data is from the Open Reaction Database (ORD), a public repository of structured organic reaction records. The task is: describe an organic reaction: reactants, conditions, products, and yield Starting materials: C1(=CC=CC=C1)C(C1=CC=CC=C1)OC(=O)C=1N2C([C@@H](C2CCC1S)NC(\C(=N/OC(C1=CC=CC=C1)(C1=CC=CC=C1)C1=CC=CC=C1)\C=1N=C(SC1Cl)N)=O)=O ((7R)-7-[(Z)-2-(2-amino-5-chlorothiazol-4-yl)-2-(triphenylmethoxyimino]-acetamido]-3-mercapto-8-oxo-1-aza-bicyclo[4.2.0]oct-2-ene-2-carboxylate diphenylmethyl ester), C(C)(C)(C)OC(=O)NCCSCC=1C=NC=CC1Cl (3-(N-tert-butoxycarbonylaminoethylthiomethyl)-4-chloropyridine), O (water). Run in CN(C=O)C (dimethylformamide). Reaction conditions: time 8 hour. Product: C1(=CC=CC=C1)C(C1=CC=CC=C1)OC(=O)C=1N2C([C@@H](C2CCC1SC1=C(C=NC=C1)CSCCNC(=O)OC(C)(C)C)NC(\C(=N/OC(C1=CC=CC=C1)(C1=CC=CC=C1)C1=CC=CC=C1)\C=1N=C(SC1Cl)N)=O)=O ((7R)-7-[(Z)-2-(2-amino-5-chlorothiazol-4-yl)-2-(triphenylmethoxyimino]-acetamido]-3-[3-(N-tert-butoxycarbonylaminoethylthiomethyl)pyrid-4-ylthio]-8-oxo-1-aza-bicyclo[4.2.0]oct-2-ene-2-carboxylate diphenylmethyl ester). The yield is 73.7%. As a reaction SMILES: [C:1]1([CH:7]([O:14][C:15]([C:17]2[N:18]3[CH:21]([CH2:22][CH2:23][C:24]=2[SH:25])[C@@H:20]([NH:26][C:27](=[O:57])/[C:28](/[C:50]2[N:51]=[C:52]([NH2:56])[S:53][C:54]=2[Cl:55])=[N:29]\[O:30][C:31]([C:44]2[CH:49]=[CH:48][CH:47]=[CH:46][CH:45]=2)([C:38]2[CH:43]=[CH:42][CH:41]=[CH:40][CH:39]=2)[C:32]2[CH:37]=[CH:36][CH:35]=[CH:34][CH:33]=2)[C:19]3=[O:58])=[O:16])[C:8]2[CH:13]=[CH:12][CH:11]=[CH:10][CH:9]=2)[CH:6]=[CH:5][CH:4]=[CH:3][CH:2]=1.[C:59]([O:63][C:64]([NH:66][CH2:67][CH2:68][S:69][CH2:70][C:71]1[CH:72]=[N:73][CH:74]=[CH:75][C:76]=1Cl)=[O:65])([CH3:62])([CH3:61])[CH3:60].O>CN(C)C=O>[C:1]1([CH:7]([O:14][C:15]([C:17]2[N:18]3[CH:21]([CH2:22][CH2:23][C:24]=2[S:25][C:76]2[CH:75]=[CH:74][N:73]=[CH:72][C:71]=2[CH2:70][S:69][CH2:68][CH2:67][NH:66][C:64]([O:63][C:59]([CH3:62])([CH3:61])[CH3:60])=[O:65])[C@@H:20]([NH:26][C:27](=[O:57])/[C:28](/[C:50]2[N:51]=[C:52]([NH2:56])[S:53][C:54]=2[Cl:55])=[N:29]\[O:30][C:31]([C:38]2[CH:39]=[CH:40][CH:41]=[CH:42][CH:43]=2)([C:32]2[CH:37]=[CH:36][CH:35]=[CH:34][CH:33]=2)[C:44]2[CH:45]=[CH:46][CH:47]=[CH:48][CH:49]=2)[C:19]3=[O:58])=[O:16])[C:8]2[CH:13]=[CH:12][CH:11]=[CH:10][CH:9]=2)[CH:6]=[CH:5][CH:4]=[CH:3][CH:2]=1. Reported procedure: To a solution of (7R)-7-[(Z)-2-(2-amino-5-chlorothiazol-4-yl)-2-(triphenylmethoxyimino]-acetamido]-3-mercapto-8-oxo-1-aza-bicyclo[4.2.0]oct-2-ene-2-carboxylate diphenylmethyl ester (3.0 g, 0.0036 mol) in dimethylformamide (30 mL) was added 3-(N-tert-butoxycarbonylaminoethylthiomethyl)-4-chloropyridine (1.3 g, 0.0043 mol) at room temperature. After stirring overnight, the reaction mixture was treated with water (200 mL), and the solid that formed was filtered and dried to afford the crude title c...